From a dataset of the Open Reaction Database (ORD), a public repository of structured organic reaction records. describe an organic reaction: reactants, conditions, products, and yield Starting materials: C[Mg+].[Br-] (MeMgBr), aldehyde, FC(C=1C=C(C=C(C1)C(F)(F)F)[C@@H]1[C@@H](N(C(O1)=O)CC1=C(C=CC(=C1)C(F)(F)F)C=1SC=C(N1)C=O)C)(F)F (2-[2-({(4S,5R)-5-[3,5-bis(trifluoromethyl)phenyl]-4-methyl-2-oxo-1,3-oxazolidin-3-yl}methyl)-4-(trifluoromethyl)phenyl]-1,3-thiazole-4-carbaldehyde), C[Mg+].[Br-] (MeMgBr), solution. The solvent is CCOCC (Et2O), CCOCC (Et2O). Yields the product FC(C=1C=C(C=C(C1)C(F)(F)F)[C@@H]1[C@@H](N(C(O1)=O)CC1=C(C=CC(=C1)C(F)(F)F)C=1SC=C(N1)C(C)O)C)(F)F ((4S,5R)-5-[3,5-bis(trifluoromethyl)phenyl]-3-[2-[4-(1-hydroxyethyl)-1,3-thiazol-2-yl]-5-(trifluoromethyl)benzyl]-4-methyl-1,3-oxazolidin-2-one). Reaction SMILES: [F:1][C:2]([F:39])([F:38])[C:3]1[CH:4]=[C:5]([C@H:13]2[O:17][C:16](=[O:18])[N:15]([CH2:19][C:20]3[CH:25]=[C:24]([C:26]([F:29])([F:28])[F:27])[CH:23]=[CH:22][C:21]=3[C:30]3[S:31][CH:32]=[C:33]([CH:35]=[O:36])[N:34]=3)[C@H:14]2[CH3:37])[CH:6]=[C:7]([C:9]([F:12])([F:11])[F:10])[CH:8]=1.[CH3:40][Mg+].[Br-]>CCOCC>[F:39][C:2]([F:1])([F:38])[C:3]1[CH:4]=[C:5]([C@H:13]2[O:17][C:16](=[O:18])[N:15]([CH2:19][C:20]3[CH:25]=[C:24]([C:26]([F:28])([F:29])[F:27])[CH:23]=[CH:22][C:21]=3[C:30]3[S:31][CH:32]=[C:33]([CH:35]([OH:36])[CH3:40])[N:34]=3)[C@H:14]2[CH3:37])[CH:6]=[C:7]([C:9]([F:12])([F:11])[F:10])[CH:8]=1 |f:1.2|. Procedure details: To a −40° C. solution of 2-[2-({(4S,5R)-5-[3,5-bis(trifluoromethyl)phenyl]-4-methyl-2-oxo-1,3-oxazolidin-3-yl}methyl)-4-(trifluoromethyl)phenyl]-1,3-thiazole-4-carbaldehyde (Example 133) (43.9 mg, 0.075 mmol) in Et2O (7.5 mL) was added MeMgBr (30 μL of a 3M solution in Et2O, 0.10 mmol). The reaction was monitored closely by TLC and additional MeMgBr was added dropwise until nearly all starting aldehyde was consumed. At this point, the reaction was quenched by pouring it into saturated NH4Cl (15 ... The reactants are ClC(CC1=CC(=C(C=C1)Cl)C(F)(F)F)C(C)=O (2-chloro-1-(4-chloro-3-trifluoromethyl-phenyl)-butan-3-one), COC=1C=C(C=CC1N1C=NC(=C1)C)NC(=S)N ([3-methoxy-4-(4-methyl-imidazol-1-yl)-phenyl]-thiourea). Solvent: C(C)O (ethanol). Product: ClC1=C(C=C(CC2=C(N=C(S2)NC2=CC(=C(C=C2)N2C=NC(=C2)C)OC)C)C=C1)C(F)(F)F ([5-(4-Chloro-3-trifluoromethyl-benzyl)-4-methyl-thiazol-2-yl]-[3-methoxy-4-(4-methyl-imidazol-1-yl)-phenyl]-amine). As a reaction SMILES: Cl[CH:2]([C:15](=O)[CH3:16])[CH2:3][C:4]1[CH:9]=[CH:8][C:7]([Cl:10])=[C:6]([C:11]([F:14])([F:13])[F:12])[CH:5]=1.[CH3:18][O:19][C:20]1[CH:21]=[C:22]([NH:32][C:33]([NH2:35])=[S:34])[CH:23]=[CH:24][C:25]=1[N:26]1[CH:30]=[C:29]([CH3:31])[N:28]=[CH:27]1>C(O)C>[Cl:10][C:7]1[CH:8]=[CH:9][C:4]([CH2:3][C:2]2[S:34][C:33]([NH:32][C:22]3[CH:23]=[CH:24][C:25]([N:26]4[CH:30]=[C:29]([CH3:31])[N:28]=[CH:27]4)=[C:20]([O:19][CH3:18])[CH:21]=3)=[N:35][C:15]=2[CH3:16])=[CH:5][C:6]=1[C:11]([F:14])([F:13])[F:12]. Procedure: The title compound was prepared in analogy to example 1 step e) from crude 2-chloro-1-(4-chloro-3-trifluoromethyl-phenyl)-butan-3-one and 53 mg (0.2 mmol) [3-methoxy-4-(4-methyl-imidazol-1-yl)-phenyl]-thiourea in ethanol (1 ml). The crude product was purified on silica gel with methylene chloride/methanol 9/1 yielding 87 mg (88%) of the title compound as a brown solid. MS ISP (m/e): 493.2/495.2 (100/35) (M+H)+. 1H NMR (CDCl3, 300 MHz): δ (ppm)=7.63 (s, 1H), 7.51 (s, 1H), 7.43 (d, 1H), 7.30 (d, 1... Reactants: C(C)(=O)OCC=1C=C(NC(C)=O)C(=CC1)C (3-(acetoxymethyl)-6-methyl-N-(acetyl)aniline), C(C)(=O)[O-].[K+] (potassium acetate), C(C)(=O)OC(C)=O (acetic anhydride), C(CC(C)C)ON=O (isoamylnitrite), C1COCCOCCOCCOCCOCCO1 (18-crown-6). Run in C(Cl)Cl (methylene chloride), C(Cl)(Cl)Cl (chloroform). Product: C(C)(=O)N1N=CC2=CC=C(C=C12)COC(C)=O (1-Acetyl-6-(acetoxymethyl)indazole). Isolated yield 95.8%. Reaction SMILES: [C:1]([O:4][CH2:5][C:6]1[CH:7]=[C:8]([C:13]([CH3:16])=[CH:14][CH:15]=1)[NH:9][C:10](=[O:12])[CH3:11])(=[O:3])[CH3:2].C([O-])(=O)C.[K+].C(OC(=O)C)(=O)C.C(O[N:35]=O)CC(C)C.C1OCCOCCOCCOCCOCCOC1>C(Cl)(Cl)Cl.C(Cl)Cl>[C:10]([N:9]1[C:8]2[C:13](=[CH:14][CH:15]=[C:6]([CH2:5][O:4][C:1](=[O:3])[CH3:2])[CH:7]=2)[CH:16]=[N:35]1)(=[O:12])[CH3:11] |f:1.2|. Reported procedure: To a suspension of 3-(acetoxymethyl)-6-methyl-N-(acetyl)aniline (10.0 g, 45 mmol) (3) and potassium acetate (8.6 g, 88 mmol) in chloroform (300 mL), was added acetic anhydride (8.3 mL, 88 mmol), isoamylnitrite (35 mL, 300 mmol) and 18-crown-6 (1.5 g, 0.6 mmol) at room temperature. The reaction mixture was heated at reflux for 28 hours. The reaction mixture was diluted with methylene chloride (600 mL) and washed with saturated NaHCO3 aqueous solution (300 mL), water (300 mL) and brine (50 mL). Af... Reported procedure: 8.8 ml (22 mmol) of n-BuLi (2.5 M in toluene) were added to 3.76 g (20 mmol) of 2-bromo-6-methoxypyridine in 20 ml of THF at −78° C. After 30 min, this dark red solution was added to a solution of 1.4 g (8 mmol) of cyclopropanecarbaldehyde O-benzyloxime (see a) and 2.52 ml (20 mmol) of BF3 etherate in 40 ml of toluene which had been stirred at −78° C. for 15 min. The mixture was stirred at −78° C. for 4 h, slowly warmed to RT and, after addition of water, made alkaline with saturated Na2CO3 solu... Run at temperature -78 celsius, time 30 minute. Run in O (water), C1(=CC=CC=C1)C (toluene), C1CCOC1 (THF). RXN SMILES: [Li]CCCC.Br[C:7]1[CH:12]=[CH:11][CH:10]=[C:9]([O:13][CH3:14])[N:8]=1.[CH2:15]([O:22][N:23]=[CH:24][CH:25]1[CH2:27][CH2:26]1)[C:16]1[CH:21]=[CH:20][CH:19]=[CH:18][CH:17]=1.B(F)(F)F.C([O-])([O-])=O.[Na+].[Na+]>C1COCC1.C1(C)C=CC=CC=1.O>[CH2:15]([O:22][NH:23][CH:24]([CH:25]1[CH2:27][CH2:26]1)[C:7]1[CH:12]=[CH:11][CH:10]=[C:9]([O:13][CH3:14])[N:8]=1)[C:16]1[CH:21]=[CH:20][CH:19]=[CH:18][CH:17]=1 |f:4.5.6|. Reactants: B(F)(F)F (BF3), [Li]CCCC (n-BuLi), BrC1=NC(=CC=C1)OC (2-bromo-6-methoxypyridine), C(C1=CC=CC=C1)ON=CC1CC1 (cyclopropanecarbaldehyde O-benzyloxime), C(=O)([O-])[O-].[Na+].[Na+] (Na2CO3). Product: C(C1=CC=CC=C1)ONC(C1=NC(=CC=C1)OC)C1CC1 (O-Benzyl-N-[cyclopropyl-(6-methoxypyridin-2-yl)methyl]hydroxylamine).